From a dataset of the Open Reaction Database (ORD), a public repository of structured organic reaction records. describe an organic reaction: reactants, conditions, products, and yield Reactants: S1C(=NC=C1)C(=N)N (thiazole-2-carboxamidine), CC1=CC(=NC=C1)C#N (4-methyl-pyridine-2-carbonitrile). The product is CC1=CC(=NC=C1)C(=N)N (4-Methyl-pyridine-2-carboxamidine). Reaction SMILES: S1[CH:5]=[CH:4][N:3]=[C:2]1[C:6]([NH2:8])=[NH:7].[CH3:9][C:10]1C=CN=C(C#N)[CH:11]=1>>[CH3:11][C:10]1[CH:5]=[CH:4][N:3]=[C:2]([C:6]([NH2:8])=[NH:7])[CH:9]=1. Procedure: 4-Methyl-pyridine-2-carboxamidine (Compound A2) was prepared in analogy to compound thiazole-2-carboxamidine with the procedure shown in Scheme 5 by using 4-methyl-pyridine-2-carbonitrile instead of thiazole-2-carbonitrile. MS: calc'd (MH+) 136, measured (MH+) 136. Reactants: ClC=1C=C(C=CC1OCC1=NC2=CC=CC=C2C=C1)C(CCCO)(C)C1=CC(=C(C=C1)OCC1=NC2=CC=CC=C2C=C1)Cl (4,4-bis(3-chloro-4-(2-quinolylmethoxy)phenyl)-pentan-1-ol), N1=C(C=CC2=CC=CC=C12)COC1=CC=C(C=C1)C(CCCO)(C)C1=CC=C(C=C1)OCC1=NC2=CC=CC=C2C=C1 (4,4-bis(4-(2-quinolylmethoxy)phenyl)pentan-1-ol). Product: ClC=1C=C(C=CC1OCC1=NC2=CC=CC=C2C=C1)C(CCCON)(C)C1=CC(=C(C=C1)OCC1=NC2=CC=CC=C2C=C1)Cl (O-[4,4-bis(3-chloro-4-(2-quinolylmethoxy)phenyl)pent-1yl]hydroxylamine). As a reaction SMILES: [Cl:1][C:2]1[CH:3]=[C:4]([C:20]([C:26]2[CH:31]=[CH:30][C:29]([O:32][CH2:33][C:34]3[CH:43]=[CH:42][C:41]4[C:36](=[CH:37][CH:38]=[CH:39][CH:40]=4)[N:35]=3)=[C:28]([Cl:44])[CH:27]=2)([CH3:25])[CH2:21][CH2:22][CH2:23][OH:24])[CH:5]=[CH:6][C:7]=1[O:8][CH2:9][C:10]1[CH:19]=[CH:18][C:17]2[C:12](=[CH:13][CH:14]=[CH:15][CH:16]=2)[N:11]=1.[N:45]1C2C(=CC=CC=2)C=CC=1COC1C=CC(C(C2C=CC(OCC3C=CC4C(=CC=CC=4)N=3)=CC=2)(C)CCCO)=CC=1>>[Cl:44][C:28]1[CH:27]=[C:26]([C:20]([C:4]2[CH:5]=[CH:6][C:7]([O:8][CH2:9][C:10]3[CH:19]=[CH:18][C:17]4[C:12](=[CH:13][CH:14]=[CH:15][CH:16]=4)[N:11]=3)=[C:2]([Cl:1])[CH:3]=2)([CH3:25])[CH2:21][CH2:22][CH2:23][O:24][NH2:45])[CH:31]=[CH:30][C:29]=1[O:32][CH2:33][C:34]1[CH:43]=[CH:42][C:41]2[C:36](=[CH:37][CH:38]=[CH:39][CH:40]=2)[N:35]=1. Procedure: The desired compound was prepared according to the method of Example 5, steps 1 and 2, except substituting 4,4-bis(3-chloro-4-(2-quinolylmethoxy)phenyl)-pentan-1-ol, prepared as in step 1, for 4,4-bis(4-(2-quinolylmethoxy)phenyl)pentan-1-ol. The reactants are C(C)OC1=CC2=C(C(=N[C@@H]3CCN(C[C@H]23)C)C2=CC=C(C(=O)O)C=C2)C=C1OC (4-((4aR,10bS)-9-ethoxy-8-methoxy-2-methyl-1,2,3,4,4a,10b-hexahydro-benzo[c][1,6]naphthyridin-6-yl)benzoic acid), C(C1=CC=CC=C1)OC[C@H](C)N (N—((S)-2-benzyloxy-1-methyl-ethyl)-amine). Product: C(C1=CC=CC=C1)OC[C@H](C)NC(C1=CC=C(C=C1)C1=N[C@@H]2CCN(C[C@@H]2C2=C1C=C(C(=C2)OCC)OC)C)=O (N—((S)-2-Benzyloxy-1-methyl-ethyl)-4-((4aR,10bS)-9-ethoxy-8-methoxy-2-methyl-1,2,3,4,4a,10b-hexahydro-benzo[c][1,6]naphthyridin-6-yl)-benzamide). As a reaction SMILES: [CH2:1]([O:3][C:4]1[C:27]([O:28][CH3:29])=[CH:26][C:7]2[C:8]([C:17]3[CH:25]=[CH:24][C:20]([C:21]([OH:23])=O)=[CH:19][CH:18]=3)=[N:9][C@H:10]3[C@@H:15]([C:6]=2[CH:5]=1)[CH2:14][N:13]([CH3:16])[CH2:12][CH2:11]3)[CH3:2].[CH2:30]([O:37][CH2:38][C@@H:39]([NH2:41])[CH3:40])[C:31]1[CH:36]=[CH:35][CH:34]=[CH:33][CH:32]=1>>[CH2:30]([O:37][CH2:38][C@@H:39]([NH:41][C:21](=[O:23])[C:20]1[CH:24]=[CH:25][C:17]([C:8]2[C:7]3[CH:26]=[C:27]([O:28][CH3:29])[C:4]([O:3][CH2:1][CH3:2])=[CH:5][C:6]=3[C@@H:15]3[C@@H:10]([CH2:11][CH2:12][N:13]([CH3:16])[CH2:14]3)[N:9]=2)=[CH:18][CH:19]=1)[CH3:40])[C:31]1[CH:36]=[CH:35][CH:34]=[CH:33][CH:32]=1. Procedure details: Prepared from 4-((4aR,10bS)-9-ethoxy-8-methoxy-2-methyl-1,2,3,4,4a,10b-hexahydro-benzo[c][1,6]naphthyridin-6-yl)benzoic acid and N—((S)-2-benzyloxy-1-methyl-ethyl)-amine as described for example 1. Reactants: O=C[C@H](O)[C@@H](O)[C@H](O)[C@H](O)CO (D-glucose), CN(CCCN)C (3-dimethylamino-propylamine). Yields the product CN(CCCNC[C@H](O)[C@@H](O)[C@H](O)[C@H](O)CO)C (N-(3-dimethylamino-propyl)-glucamine). As a reaction SMILES: O=[CH:2][C@@H:3]([C@H:5]([C@@H:7]([C@@H:9]([CH2:11][OH:12])[OH:10])[OH:8])[OH:6])[OH:4].[CH3:13][N:14]([CH3:19])[CH2:15][CH2:16][CH2:17][NH2:18]>>[CH3:13][N:14]([CH3:19])[CH2:15][CH2:16][CH2:17][NH:18][CH2:2][C@@H:3]([C@H:5]([C@@H:7]([C@@H:9]([CH2:11][OH:12])[OH:10])[OH:8])[OH:6])[OH:4]. Procedure: The product was made from D-glucose and 3-dimethylamino-propylamine comparable as in Example A. A colorless, crystalline product with a melting point of 107° to 108° C. was obtained. Starting materials: O=CC1CC1, COc1ccc(C(=O)N(C)C2CN(C(=O)C3CCNCC3)CC2c2ccc(Cl)cc2)cc1C(F)(F)F. The product is COc1ccc(C(=O)N(C)C2CN(C(=O)C3CCN(CC4CC4)CC3)CC2c2ccc(Cl)cc2)cc1C(F)(F)F. As a reaction SMILES: [CH:37]1([CH:40]=[O:41])[CH2:38][CH2:39]1.[Cl:1][c:2]1[cH:3][cH:4][c:5]([CH:8]2[CH:9]([N:21]([C:22]([c:23]3[cH:24][c:25]([C:31]([F:32])([F:33])[F:34])[c:26]([O:29][CH3:30])[cH:27][cH:28]3)=[O:35])[CH3:36])[CH2:10][N:11]([C:13](=[O:14])[CH:15]3[CH2:16][CH2:17][NH:18][CH2:19][CH2:20]3)[CH2:12]2)[cH:6][cH:7]1>>[Cl:1][c:2]1[cH:3][cH:4][c:5]([CH:8]2[CH:9]([N:21]([C:22]([c:23]3[cH:24][c:25]([C:31]([F:32])([F:33])[F:34])[c:26]([O:29][CH3:30])[cH:27][cH:28]3)=[O:35])[CH3:36])[CH2:10][N:11]([C:13](=[O:14])[CH:15]3[CH2:16][CH2:17][N:18]([CH2:40][CH:37]4[CH2:38][CH2:39]4)[CH2:19][CH2:20]3)[CH2:12]2)[cH:6][cH:7]1. The reactants are CC(C)Cn1c(N2CCNCC2)nc2c(N3CCOCC3C)nc(-c3cnc(N)nc3)nc21, ClC(Cl)Cl, [Na+], C1CCOC1, [OH-], O=Cn1nnc2ccccc21. The product is CC(C)Cn1c(N2CCN(C=O)CC2)nc2c(N3CCOCC3C)nc(-c3cnc(N)nc3)nc21. RXN SMILES: [CH2:6]([CH:7]([CH3:8])[CH3:9])[n:10]1[c:11]2[n:12][c:13](-[c:32]3[cH:33][n:34][c:35]([NH2:38])[n:36][cH:37]3)[n:14][c:15]([N:25]3[CH:26]([CH3:31])[CH2:27][O:28][CH2:29][CH2:30]3)[c:16]2[n:17][c:18]1[N:19]1[CH2:20][CH2:21][NH:22][CH2:23][CH2:24]1.[CH:52]([Cl:53])([Cl:54])[Cl:55].[Na+:51].[O:1]1[CH2:2][CH2:5][CH2:4][CH2:3]1.[OH-:50].[n:39]1([CH:40]=[O:41])[c:42]2[cH:43][cH:44][cH:45][cH:46][c:47]2[n:48][n:49]1>>[O:1]=[CH:2][N:22]1[CH2:21][CH2:20][N:19]([c:18]2[n:10]([CH2:6][CH:7]([CH3:8])[CH3:9])[c:11]3[n:12][c:13](-[c:32]4[cH:33][n:34][c:35]([NH2:38])[n:36][cH:37]4)[n:14][c:15]([N:25]4[CH:26]([CH3:31])[CH2:27][O:28][CH2:29][CH2:30]4)[c:16]3[n:17]2)[CH2:24][CH2:23]1. The reactants are O=S1(N(CCC1)CC1=NC=C(C(=O)OC)C=C1)=O (methyl 6-(1,1-dioxo-1λ6-isothiazolidin-2-ylmethyl)nicotinate), CC=1C(=NC(=C(C1)C)C)N1CCNCC1 (1-(3,5,6-trimethylpyridin-2-yl)piperazine). Product: O=S1(N(CCC1)CC1=CC=C(C=N1)C(=O)N1CCN(CC1)C1=NC(=C(C=C1C)C)C)=O ([6-(1,1-dioxo-1λ6-isothiazolidin-2-ylmethyl)pyridin-3-yl][4-(3,5,6-trimethylpyridin-2-yl)piperazin-1-yl]methanone). Yield: 67.4%. RXN SMILES: [O:1]=[S:2]1(=[O:18])[CH2:6][CH2:5][CH2:4][N:3]1[CH2:7][C:8]1[CH:17]=[CH:16][C:11]([C:12]([O:14]C)=O)=[CH:10][N:9]=1.[CH3:19][C:20]1[C:21]([N:28]2[CH2:33][CH2:32][NH:31][CH2:30][CH2:29]2)=[N:22][C:23]([CH3:27])=[C:24]([CH3:26])[CH:25]=1>>[O:18]=[S:2]1(=[O:1])[CH2:6][CH2:5][CH2:4][N:3]1[CH2:7][C:8]1[N:9]=[CH:10][C:11]([C:12]([N:31]2[CH2:32][CH2:33][N:28]([C:21]3[C:20]([CH3:19])=[CH:25][C:24]([CH3:26])=[C:23]([CH3:27])[N:22]=3)[CH2:29][CH2:30]2)=[O:14])=[CH:16][CH:17]=1. Reported procedure: Using methyl 6-(1,1-dioxo-1λ6-isothiazolidin-2-ylmethyl)nicotinate (107 mg) described in Preparation Example 45 and 1-(3,5,6-trimethylpyridin-2-yl)piperazine (81 mg) described in Preparation Example 92 and by the reaction and treatment in the same manner as in Example 109, the title compound (118 mg) was obtained. Reactants: N1C=NC=C1 (imidazole), C([O-])([O-])=O.[K+].[K+] (potassium carbonate), BrC(CC)C1=NC=C(C=C1)C1=CC(=CC=C1)OC (2-(1-bromopropyl)-5-(3-methoxyphenyl)pyridine). The solvent is CN(C)C=O (DMF), O (water). Run at temperature 50 celsius. Product: N1(C=NC=C1)C(CC)C1=NC=C(C=C1)C1=CC(=CC=C1)OC (2-(1-(1H-imidazol-1-yl)propyl)-5-(3-methoxyphenyl)pyridine). The yield is 12.0%. RXN SMILES: [NH:1]1[CH:5]=[CH:4][N:3]=[CH:2]1.C(=O)([O-])[O-].[K+].[K+].Br[CH:13]([C:16]1[CH:21]=[CH:20][C:19]([C:22]2[CH:27]=[CH:26][CH:25]=[C:24]([O:28][CH3:29])[CH:23]=2)=[CH:18][N:17]=1)[CH2:14][CH3:15]>CN(C=O)C.O>[N:1]1([CH:13]([C:16]2[CH:21]=[CH:20][C:19]([C:22]3[CH:27]=[CH:26][CH:25]=[C:24]([O:28][CH3:29])[CH:23]=3)=[CH:18][N:17]=2)[CH2:14][CH3:15])[CH:5]=[CH:4][N:3]=[CH:2]1 |f:1.2.3|. Procedure details: To a solution of imidazole (0.2 g, 2.9 mmol) in DMF (5 mL) was added potassium carbonate (0.4 g, 2.9 mmol) and 2-(1-bromopropyl)-5-(3-methoxyphenyl)pyridine under nitrogen and the reaction was heated to 50° C. for 3 h. The contents were cooled to rt, diluted with water (100 mL) and extracted with ethyl acetate (2×100 mL). The layers were separated, the organic layer was washed with brine solution (2×30 mL), dried over sodium sulphate and distilled off to get the crude product. The product was pu... The reactants are FC1=CC=C(C=C1)C=1C=NC(=NC1)N (5-(4-fluorophenyl)pyrimidin-2-amine), ClC(C=O)CC1=CC=C(C=C1)OC (2-chloro-3-(4-methoxyphenyl)propanal). The solvent is C(C)(C)(CC)O (tert-amyl alcohol). Reaction conditions: temperature 130 celsius. Yields the product FC1=CC=C(C=C1)C=1C=NC=2N(C1)C(=CN2)CC2=CC=C(C=C2)OC (6-(4-Fluorophenyl)-3-(4-methoxybenzyl)imidazo[1,2-a]pyrimidine). Reaction SMILES: [F:1][C:2]1[CH:7]=[CH:6][C:5]([C:8]2[CH:9]=[N:10][C:11]([NH2:14])=[N:12][CH:13]=2)=[CH:4][CH:3]=1.Cl[CH:16]([CH2:19][C:20]1[CH:25]=[CH:24][C:23]([O:26][CH3:27])=[CH:22][CH:21]=1)[CH:17]=O>C(O)(CC)(C)C>[F:1][C:2]1[CH:3]=[CH:4][C:5]([C:8]2[CH:13]=[N:12][C:11]3[N:10]([C:16]([CH2:19][C:20]4[CH:21]=[CH:22][C:23]([O:26][CH3:27])=[CH:24][CH:25]=4)=[CH:17][N:14]=3)[CH:9]=2)=[CH:6][CH:7]=1. Procedure details: A mixture of 5-(4-fluorophenyl)pyrimidin-2-amine (50 mg, 0.3 mmol), 2-chloro-3-(4-methoxyphenyl)propanal (52 mg, 0.26 mmol) in tert-amyl alcohol (1.0 mL) in a sealed reaction vial was heated at 130° C. for 3 hours. After cooling, the mixture was purified by preparative HPLC to afford the desired product. LCMS: (M+H)=334.0.